This data is from the Open Reaction Database (ORD), a public repository of structured organic reaction records. The task is: describe an organic reaction: reactants, conditions, products, and yield Reactants: [NH4+].[OH-] (NH4OH), C(C)(C)(C)OC(=O)C1=C(C=CC=C1)C1=CC=C(C=C1)CN1C(C=2C(C1=O)=CC=CC2)=O (N-[[2'-(t-butoxycarbonyl)biphenyl-4-yl]methyl]phthalimide), O.NN (hydrazine hydrate), CH2Cl2 MeOH-concd. The solvent is C(C)O (ethanol). Conditions: time 7.5 hour. Product: NCC1=CC=C(C=C1)C1=C(C=CC=C1)C(=O)OC(C)(C)C (4-Aminomethyl-2'-(t-butoxycarbonyl)biphenyl). As a reaction SMILES: [C:1]([O:5][C:6]([C:8]1[CH:13]=[CH:12][CH:11]=[CH:10][C:9]=1[C:14]1[CH:19]=[CH:18][C:17]([CH2:20][N:21]2C(=O)C3=CC=CC=C3C2=O)=[CH:16][CH:15]=1)=[O:7])([CH3:4])([CH3:3])[CH3:2].O.NN.[NH4+].[OH-]>C(O)C>[NH2:21][CH2:20][C:17]1[CH:18]=[CH:19][C:14]([C:9]2[CH:10]=[CH:11][CH:12]=[CH:13][C:8]=2[C:6]([O:5][C:1]([CH3:4])([CH3:3])[CH3:2])=[O:7])=[CH:15][CH:16]=1 |f:1.2,3.4|. Procedure: A mixture of 2.62 g (6.35 mmole) of N-[[2'-(t-butoxycarbonyl)biphenyl-4-yl]methyl]phthalimide, 1.21 ml (1.25 g, 25 mmole) of 100% hydrazine hydrate, and 35 ml of absolute ethanol was stirred at room temperature for 7.5 hours. During this time all of the solid gradually dissolved, followed by precipitation. Glacial acetic acid (3.7 ml) was added, and stirring was continued overnight. The white solid was then removed by filtration, and the filtrate was concentrated at room temperature. The residua... RXN SMILES: [CH2:40]1[O:41][CH2:42][CH2:43][CH2:44]1.[CH3:26][c:27]1[c:28]([C:29](=[O:30])[Cl:31])[c:32]([CH3:37])[cH:33][c:34]([CH3:36])[cH:35]1.[Cl:12][P:13]([c:14]1[cH:15][cH:16][cH:17][cH:18][cH:19]1)[c:20]1[cH:21][cH:22][cH:23][cH:24][cH:25]1.[Li:1].[OH:38][OH:39].[cH:2]1[cH:3][c:4]2[c:5]([cH:6][cH:7][cH:8][cH:9]2)[cH:10][cH:11]1>>[P:13]([c:14]1[cH:15][cH:16][cH:17][cH:18][cH:19]1)([c:20]1[cH:21][cH:22][cH:23][cH:24][cH:25]1)([C:29]([c:28]1[c:27]([CH3:26])[cH:35][c:34]([CH3:36])[cH:33][c:32]1[CH3:37])=[O:30])=[O:38]. Product: Cc1cc(C)c(C(=O)P(=O)(c2ccccc2)c2ccccc2)c(C)c1. Starting materials: C1CCOC1, Cc1cc(C)c(C(=O)Cl)c(C)c1, ClP(c1ccccc1)c1ccccc1, [Li], OO, c1ccc2ccccc2c1. Reactants: Cl (HCl), NC(C(=O)O)C(C)C (2-amino-3-methylbutyric acid), NC1=CC=C(N=N1)N1CCN(CC1)C(=O)C1=C(C=CC=C1)C(F)(F)F ([4-(6-aminopyridazin-3-yl)piperazin-1-yl](2-trifluoromethylphenyl)methanone). The product is [Cl-].CC(C(C(NC=1N=NC(=CC1)N1CCN(CC1)C(C1=C(C=CC=C1)C(F)(F)F)=O)=O)[NH3+])C (2-METHYL-1-{6-[4-(2-TRIFLUOROMETHYLBENZOYL)PIPERAZIN-1-YL]PYRIDAZIN-3-YLCARBAMOYL}PROPYLAMMONIUM CHLORIDE), Cl (HCl). Yield: 48.0%. RXN SMILES: [NH2:1][CH:2]([CH:6]([CH3:8])[CH3:7])[C:3](O)=[O:4].[NH2:9][C:10]1[N:15]=[N:14][C:13]([N:16]2[CH2:21][CH2:20][N:19]([C:22]([C:24]3[CH:29]=[CH:28][CH:27]=[CH:26][C:25]=3[C:30]([F:33])([F:32])[F:31])=[O:23])[CH2:18][CH2:17]2)=[CH:12][CH:11]=1.[ClH:34]>>[Cl-:34].[CH3:7][CH:6]([CH3:8])[CH:2]([NH3+:1])[C:3](=[O:4])[NH:9][C:10]1[N:15]=[N:14][C:13]([N:16]2[CH2:17][CH2:18][N:19]([C:22](=[O:23])[C:24]3[CH:29]=[CH:28][CH:27]=[CH:26][C:25]=3[C:30]([F:33])([F:32])[F:31])[CH2:20][CH2:21]2)=[CH:12][CH:11]=1.[ClH:34] |f:3.4|. Procedure: Following the procedure of Example 2, making variations only as required to use 2-amino-3-methylbutyric acid in place of benzyloxyacetic acid to react with [4-(6-aminopyridazin-3-yl)piperazin-1-yl](2-trifluoromethylphenyl)methanone and then treated with HCl, the title compound was obtained as a white powder of HCl salt (48% yield). 1H NMR (300 MHz, DMSO-d6) δ 11.53, 8.50, 8.12, 7.84, 7.76, 7.68, 7.62, 7.54, 3.90, 3.36, 3.25, 2.20, 0.98. MS (ES+) m/z 451.2 (M+1). The reactants are C(C)(C)(C)OC(C1=CC(=CC=C1)NC(=O)NC1C(N(C2=C(N(C1=O)C(C(N)=O)(C1=CC=C(C=C1)OC)C(C)C)C=CC(=C2)F)C=2C=NC=CC2)=O)=O (3-(3-{7-fluoro-1-[isopropyl-(4-methoxy-phenyl)-carbamoylmethyl]-2,4-dioxo-5-pyridin-3-yl-2,3,4,5-tetrahydro-1H-benzo[b][1,4]diazepin-3-yl}-ureido)-benzoic acid tert butyl ester), FC(C(=O)O)(F)F (trifluoroacetic acid). Conditions: time 1.5 hour. Yields the product FC1=CC2=C(N(C(C(C(N2C=2C=NC=CC2)=O)NC(NC=2C=C(C(=O)O)C=CC2)=O)=O)C(C(N)=O)(C2=CC=C(C=C2)OC)C(C)C)C=C1 (3-(3-{7-Fluoro-1-[isopropyl-(4-methoxy-phenyl)-carbamoylmethyl]-2,4-dioxo-5-pyridin-3-yl-2,3,4,5-tetrahydro-1H-benzo[b][1,4]diazepin-3-yl}-ureido)-benzoic acid). The yield is 110.0%. Reaction SMILES: C([O:5][C:6](=[O:52])[C:7]1[CH:12]=[CH:11][CH:10]=[C:9]([NH:13][C:14]([NH:16][CH:17]2[C:23](=[O:24])[N:22]([C:25]([CH:37]([CH3:39])[CH3:38])([C:29]3[CH:34]=[CH:33][C:32]([O:35][CH3:36])=[CH:31][CH:30]=3)[C:26](=[O:28])[NH2:27])[C:21]3[CH:40]=[CH:41][C:42]([F:44])=[CH:43][C:20]=3[N:19]([C:45]3[CH:46]=[N:47][CH:48]=[CH:49][CH:50]=3)[C:18]2=[O:51])=[O:15])[CH:8]=1)(C)(C)C.FC(F)(F)C(O)=O>>[F:44][C:42]1[CH:41]=[CH:40][C:21]2[N:22]([C:25]([CH:37]([CH3:38])[CH3:39])([C:29]3[CH:30]=[CH:31][C:32]([O:35][CH3:36])=[CH:33][CH:34]=3)[C:26](=[O:28])[NH2:27])[C:23](=[O:24])[CH:17]([NH:16][C:14](=[O:15])[NH:13][C:9]3[CH:8]=[C:7]([CH:12]=[CH:11][CH:10]=3)[C:6]([OH:52])=[O:5])[C:18](=[O:51])[N:19]([C:45]3[CH:46]=[N:47][CH:48]=[CH:49][CH:50]=3)[C:20]=2[CH:43]=1. Procedure details: A mixture of 84 mg of 3-(3-{7-fluoro-1-[isopropyl-(4-methoxy-phenyl)-carbamoylmethyl]-2,4-dioxo-5-pyridin-3-yl-2,3,4,5-tetrahydro-1H-benzo[b][1,4]diazepin-3-yl}-ureido)-benzoic acid tert butyl ester (0.118 mmol) and 4 mL of trifluoroacetic acid was stirred under nitrogen for 1.5 hrs. The trifluoroacetic acid was removed in vacuo and the residue was triturated with diethyl ether. The slurry was filtered, washed with diethyl ether and dried under high vacuum to provide 85 mg the title compound as ... Reactants: C1=CC=CC2=C1C(NC1=C(S2)C=CC=C1)=O (dibenzo[b,f][1,4]thiazepin-11(10H)-one), P(=O)(Cl)(Cl)Cl (phosphorus oxychloride). Product: ClC1=NC2=C(SC3=C1C=CC=C3)C=CC=C2 (11-Chlorodibenzo[b,f][1,4]thiazepine). Reaction SMILES: [CH:1]1[C:6]2[C:7](=O)[NH:8][C:9]3[CH:15]=[CH:14][CH:13]=[CH:12][C:10]=3[S:11][C:5]=2[CH:4]=[CH:3][CH:2]=1.P(Cl)(Cl)([Cl:19])=O>>[Cl:19][C:7]1[C:6]2[CH:1]=[CH:2][CH:3]=[CH:4][C:5]=2[S:11][C:10]2[CH:12]=[CH:13][CH:14]=[CH:15][C:9]=2[N:8]=1. Reported procedure: A solution of dibenzo[b,f][1,4]thiazepin-11(10H)-one, prepared as described in the previous step, (14.6 g, 64 mmol) in phosphorus oxychloride (20 mL) was heated to reflux for 2 hours. The mixture was concentrated to provide the crude product which was used directly without further purification. ESI-MS (M+1): 246 calc. for C13H8ClNS 245. Starting materials: C(=O)([O-])[O-].[Na+].[Na+] (Na2CO3), FC(C1=CC=C(C=C1)B(O)O)(F)F (4-Trifluoromethylphenyl boronic acid), OCCCCNS(=O)(=O)C1=CC=C(C=C1)Br (4-Bromophenyl-sulfonic acid-(4-hydroxybutyl)-amide). The reagents and catalysts are [Pd].C1(=CC=CC=C1)P(C1=CC=CC=C1)C1=CC=CC=C1.C1(=CC=CC=C1)P(C1=CC=CC=C1)C1=CC=CC=C1.C1(=CC=CC=C1)P(C1=CC=CC=C1)C1=CC=CC=C1.C1(=CC=CC=C1)P(C1=CC=CC=C1)C1=CC=CC=C1 (Tetrakis(triphenylphosphine) palladium). Solvent: C1(=CC=CC=C1)C (toluene), C(C)O (ethanol). Yields the product OCCCCNS(=O)(=O)C1=CC=C(C=C1)C1=CC=C(C=C1)C(F)(F)F (4′-Trifluoromethylbiphenyl-4-sulfonic acid-(4-hydroxybutyl)-amide). As a reaction SMILES: [OH:1][CH2:2][CH2:3][CH2:4][CH2:5][NH:6][S:7]([C:10]1[CH:15]=[CH:14][C:13](Br)=[CH:12][CH:11]=1)(=[O:9])=[O:8].[F:17][C:18]([F:29])([F:28])[C:19]1[CH:24]=[CH:23][C:22](B(O)O)=[CH:21][CH:20]=1.C([O-])([O-])=O.[Na+].[Na+]>C(O)C.C1(C)C=CC=CC=1.[Pd].C1(P(C2C=CC=CC=2)C2C=CC=CC=2)C=CC=CC=1.C1(P(C2C=CC=CC=2)C2C=CC=CC=2)C=CC=CC=1.C1(P(C2C=CC=CC=2)C2C=CC=CC=2)C=CC=CC=1.C1(P(C2C=CC=CC=2)C2C=CC=CC=2)C=CC=CC=1>[OH:1][CH2:2][CH2:3][CH2:4][CH2:5][NH:6][S:7]([C:10]1[CH:15]=[CH:14][C:13]([C:22]2[CH:23]=[CH:24][C:19]([C:18]([F:29])([F:28])[F:17])=[CH:20][CH:21]=2)=[CH:12][CH:11]=1)(=[O:9])=[O:8] |f:2.3.4,7.8.9.10.11|. Procedure: 4-Bromophenyl-sulfonic acid-(4-hydroxybutyl)-amide (1 g) was dissolved in ethanol (8 mL) and toluene (8 mL). 4-Trifluoromethylphenyl boronic acid (1 g) was added, followed by 2 M Na2CO3 (8 mL). Tetrakis(triphenylphosphine) palladium (0.25 g) was added and the mixture heated to reflux under nitrogen for 3 hours with vigorous stirring. The organic solvents were evaporated and the residue dissolved in ethyl acetate (100 mL) and washed with water (100 mL) then saturated NaCl solution (100 mL). The o...